This data is from the Open Reaction Database (ORD), a public repository of structured organic reaction records. The task is: describe an organic reaction: reactants, conditions, products, and yield Starting materials: N12CCCC(CCC1)(C2)CN (1-azabicyclo[3.3.1]nonane-5-methanamine), acid-CDI, CN1C=C(C2=CC=CC=C12)C(=O)O (1-methyl-1H-indole-3-carboxylic acid), C(=O)(N1C=NC=C1)N1C=NC=C1 (1,1'-carbonyldiimidazole), CN(C=O)C (N,N-dimethylformamide). Solvent: CO.C(Cl)Cl (methanol methylene chloride), O1CCCC1 (tetrahydrofuran). Run at time 10 minute. Yields the product N12CCCC(CCC1)(C2)CNC(=O)C2=CNC1=CC=CC=C21 (N-(1-Azabicyclo[3.3.1]non-5-ylmethyl)-1H-indole-3-carboxamide). Yield: 79.6%. RXN SMILES: C[N:2]1[C:10]2[C:5](=[CH:6][CH:7]=[CH:8][CH:9]=2)[C:4]([C:11]([OH:13])=O)=[CH:3]1.C(N1C=CN=C1)(N1C=CN=C1)=O.CN(C)C=O.[N:31]12[CH2:39][C:35]([CH2:40][NH2:41])([CH2:36][CH2:37][CH2:38]1)[CH2:34][CH2:33][CH2:32]2>O1CCCC1.CO.C(Cl)Cl>[N:31]12[CH2:39][C:35]([CH2:40][NH:41][C:11]([C:4]3[C:5]4[C:10](=[CH:9][CH:8]=[CH:7][CH:6]=4)[NH:2][CH:3]=3)=[O:13])([CH2:36][CH2:37][CH2:38]1)[CH2:34][CH2:33][CH2:32]2 |f:5.6|. Procedure: A solution of 1-methyl-1H-indole-3-carboxylic acid (1.53 g, 8.7 mmol) in anhydrous tetrahydrofuran (8 mL) under nitrogen was treated with 1.49 g (9.2 mmol) of 1,1'-carbonyldiimidazole (CDI) and stirred for 10 minutes. At this point a thick suspension formed, and anhydrous N,N-dimethylformamide (8 mL) was added. After an additional 45 minutes the solution was degassed under a stream of nitrogen over 10 minutes, then treated with a solution of 1-azabicyclo[3.3.1]nonane-5-methanamine (1.47 g, 9.5 m... The reactants are C(C1=CC=CC=C1)NCCC1=CC(=C(C=C1)OC)OC (N-benzyl-3,4-dimethoxyphenylethylamine), ClC=1C=C(C2CO2)C=CC1 (m-chlorostyrene oxide). Run in CO (methanol). Reaction conditions: time 90 minute. Yields the product Cl.COC=1C=C(C=CC1OC)CCNCC(C1=CC(=CC=C1)Cl)O (N-[2-(3,4-dimethoxyphenyl)ethyl]-2-hydroxy-2-(3-chlorophenyl)ethylamine hydrochloride). As a reaction SMILES: C([NH:8][CH2:9][CH2:10][C:11]1[CH:16]=[CH:15][C:14]([O:17][CH3:18])=[C:13]([O:19][CH3:20])[CH:12]=1)C1C=CC=CC=1.[Cl:21][C:22]1[CH:23]=[C:24]([CH:28]=[CH:29][CH:30]=1)[CH:25]1[O:27][CH2:26]1>CO>[ClH:21].[CH3:20][O:19][C:13]1[CH:12]=[C:11]([CH2:10][CH2:9][NH:8][CH2:26][CH:25]([OH:27])[C:24]2[CH:28]=[CH:29][CH:30]=[C:22]([Cl:21])[CH:23]=2)[CH:16]=[CH:15][C:14]=1[O:17][CH3:18] |f:3.4|. Procedure: A solution of 27.1 g. (0.1 mole) of N-benzyl-3,4-dimethoxyphenylethylamine and 23.3 g. (0.15 mole) of m-chlorostyrene oxide in 500 ml. of methanol is stirred and refluxed overnight. The methanol is removed in vacuo and the residual N-benzyl-N-[2-(3,4-dimethoxyphenyl)ethyl]-2-hydroxy-2-(3-chlorophenyl)ethylamine is reduced without further purification. This sample (0.01 mole) is dissolved in ether, acidified with ethereal hydrogen chloride and hydrochloride precipitates. The latter is dissolved i... The reactants are ClC1=C(C=CC(=C1)I)C (2-Chloro-4-iodotoluene), ClC(C(=O)OCC)(F)F (ethyl chlorodifluoroacetate), [F-].[K+] (potassium fluoride). The reagents and catalysts are [Cu]I (copper(I) iodide). Run in CN(C=O)C (N,N-dimethylformamide). Conditions: temperature 116 celsius, time 70 hour. Product: ClC1=C(C=CC(=C1)C(F)(F)F)C (2-chloro-4-trifluoromethyltoluene). Isolated yield 135.7%. As a reaction SMILES: [Cl:1][C:2]1[CH:7]=[C:6](I)[CH:5]=[CH:4][C:3]=1[CH3:9].Cl[C:11]([F:18])([F:17])C(OCC)=O.[F-:19].[K+]>CN(C)C=O.[Cu]I>[Cl:1][C:2]1[CH:7]=[C:6]([C:11]([F:18])([F:19])[F:17])[CH:5]=[CH:4][C:3]=1[CH3:9] |f:2.3|. Reported procedure: 2-Chloro-4-iodotoluene (22.0 g) was dissolved in N,N-dimethylformamide (110 ml), and copper(I) iodide (49.8 g), ethyl chlorodifluoroacetate (37.8 g) and potassium fluoride (15.2 g) were added. The mixture was stirred at internal temperature of 116° C. for 70 hr. The reaction mixture was filtered through celite. Water (11 ml) and diethyl ether (110 ml) were added to the filtrate under ice-cooling and the mixture was filtered through celite. The filtrate was separated and the aqueous layer was ext... Reactants: FC1=C(CN=[N+]=[N-])C(=CC=C1)F (2.6-difluorobenzyl azide), ClC(C#N)=C (2-chloroacrylonitrile). Run in O (water). Run at temperature 80 celsius, time 24 hour. Product: C(#N)C=1N=NN(C1)CC1=C(C=CC=C1F)F (4-Cyano-1-(2,6-difluorobenzyl)-1H-1,2,3-triazole). As a reaction SMILES: [F:1][C:2]1[CH:11]=[CH:10][CH:9]=[C:8]([F:12])[C:3]=1[CH2:4][N:5]=[N+:6]=[N-:7].Cl[C:14](=[CH2:17])[C:15]#[N:16]>O>[C:15]([C:14]1[N:7]=[N:6][N:5]([CH2:4][C:3]2[C:2]([F:1])=[CH:11][CH:10]=[CH:9][C:8]=2[F:12])[CH:17]=1)#[N:16]. Procedure: A mixture of 2.6-difluorobenzyl azide (34.2 g), 2-chloroacrylonitrile (17.73 g) and water (125 ml) is stirred at about 80° C. for 24 hours. Excess 2-chloroacrylonitrile is distilled off by raising the external temperature to about 130° C. The semi-solid mixture is cooled to about 40° C. and the suspension is treated with cyclohexane (50 ml), brought to about 20° C. and stirred for about 2 hours. The product is isolated by filtration, washed with cyclohexane (75 ml) and then with water (50 ml). T... The reactants are C(C1=CC=CC=C1)OC1=CC=C2C=3C=CC(=CC3NC2=C1)NC(OC(C)(C)C)=O (tert-butyl 7-(benzyloxy)-9H-carbazol-2-ylcarbamate). Reagents/catalysts: [Pd] (Palladium on activated carbon). Solvent: CO (MeOH). Run at time 3 hour. The product is OC1=CC=C2C=3C=CC(=CC3NC2=C1)NC(OC(C)(C)C)=O (tert-butyl 7-hydroxy-9H-carbazol-2-ylcarbamate). The yield is 98.8%. RXN SMILES: C([O:8][C:9]1[CH:21]=[C:20]2[C:12]([C:13]3[CH:14]=[CH:15][C:16]([NH:22][C:23](=[O:29])[O:24][C:25]([CH3:28])([CH3:27])[CH3:26])=[CH:17][C:18]=3[NH:19]2)=[CH:11][CH:10]=1)C1C=CC=CC=1>CO.[Pd]>[OH:8][C:9]1[CH:21]=[C:20]2[C:12]([C:13]3[CH:14]=[CH:15][C:16]([NH:22][C:23](=[O:29])[O:24][C:25]([CH3:27])([CH3:26])[CH3:28])=[CH:17][C:18]=3[NH:19]2)=[CH:11][CH:10]=1. Procedure details: To tert-butyl 7-(benzyloxy)-9H-carbazol-2-ylcarbamate (220 mg, 0.56 mmol) in 50 mL MeOH was added Palladium on activated carbon (80 mg). The mixture was stirred at rt under H2 atmosphere for 3 h. Solid was filtered off and the filtrate was concentrated to afford tert-butyl 7-hydroxy-9H-carbazol-2-ylcarbamate as a brown solid (165 mg, 100%). This material was used directly for the next reaction without purification. MS (ESI) m/z 619 (2M+Na+). Reactants: FCC(O)C=1C(=NC=CC1)SCC1=CC=CC=C1 (3-(2-fluoro-1-hydroxyethyl)-2-(phenylmethylthio)pyridine), C(C)(=O)OC(C)=O (acetic anhydride), of4-dimethylaminopyridine, O (water), OS(=O)(=O)O (H2SO4). The solvent is C1CCOC1 (THF). Yields the product C(C)(=O)OC(CF)C=1C(=NC=CC1)SCC1=CC=CC=C1 (3-(1-Acetoxy-2-fluoroethyl)-2-(phenylmethylthio)pyridine). Yield: 92.7%. Reaction SMILES: [F:1][CH2:2][CH:3]([C:5]1[C:6]([S:11][CH2:12][C:13]2[CH:18]=[CH:17][CH:16]=[CH:15][CH:14]=2)=[N:7][CH:8]=[CH:9][CH:10]=1)[OH:4].[C:19](OC(=O)C)(=[O:21])[CH3:20].O.OS(O)(=O)=O>C1COCC1>[C:19]([O:4][CH:3]([C:5]1[C:6]([S:11][CH2:12][C:13]2[CH:18]=[CH:17][CH:16]=[CH:15][CH:14]=2)=[N:7][CH:8]=[CH:9][CH:10]=1)[CH2:2][F:1])(=[O:21])[CH3:20]. Procedure: A solution of 3-(2-fluoro-1-hydroxyethyl)-2-(phenylmethylthio)pyridine (16 g) in dry THF and acetic anhydride (7.4 g) is stirred with a catality amount of4-dimethylaminopyridine at room temperature for 12 hours. The reaction mixture is then poured into water and neutralized with dilute H2SO4. The mixture is extracted three times with methylene chloride, the combined extracts are dried (MgSO4), evaporated to obtain the desired product (oil, 17.2 g, Yield: 93%). Reactants: C(C1=CC=CC=C1)(C1=CC=CC=C1)(C1=CC=CC=C1)NC=1SC=C(N1)/C(/C(=O)OCC)=N/OC1C(NCC1)=O (ethyl (Z)-2-(2-tritylaminothiazol-4-yl)-2-[(2-pyrrolidon-3-yl)oxyimino]acetate), [OH-].[Na+] (sodium hydroxide). Solvent: CO (methanol). Yields the product C(C1=CC=CC=C1)(C1=CC=CC=C1)(C1=CC=CC=C1)NC=1SC=C(N1)/C(/C(=O)O)=N/OC1C(NCC1)=O ((Z)-2-(2-tritylaminothiazol-4-yl)-2-[(2-pyrrolidon-3-yl)oxyimino]acetic acid). The yield is 75.1%. As a reaction SMILES: [C:1]([NH:20][C:21]1[S:22][CH:23]=[C:24](/[C:26](=[N:32]/[O:33][CH:34]2[CH2:38][CH2:37][NH:36][C:35]2=[O:39])/[C:27]([O:29]CC)=[O:28])[N:25]=1)([C:14]1[CH:19]=[CH:18][CH:17]=[CH:16][CH:15]=1)([C:8]1[CH:13]=[CH:12][CH:11]=[CH:10][CH:9]=1)[C:2]1[CH:7]=[CH:6][CH:5]=[CH:4][CH:3]=1.[OH-].[Na+]>CO>[C:1]([NH:20][C:21]1[S:22][CH:23]=[C:24](/[C:26](=[N:32]/[O:33][CH:34]2[CH2:38][CH2:37][NH:36][C:35]2=[O:39])/[C:27]([OH:29])=[O:28])[N:25]=1)([C:14]1[CH:15]=[CH:16][CH:17]=[CH:18][CH:19]=1)([C:8]1[CH:13]=[CH:12][CH:11]=[CH:10][CH:9]=1)[C:2]1[CH:3]=[CH:4][CH:5]=[CH:6][CH:7]=1 |f:1.2|. Procedure: 16.0 g of ethyl (Z)-2-(2-tritylaminothiazol-4-yl)-2-[(2-pyrrolidon-3-yl)oxyimino]acetate are added to a mixture of 160 ml of methanol and 30 ml of an aqueous 2N sodium hydroxide solution, and the mixture is refluxed for 30 minutes under heating. After cooling, crystalline precipitates are collected by filtration and washed with methanol. The crystals are suspended in 30 ml of water. Then, the suspension is adjusted to pH 3 with 2N hydrochloric acid. Crystalline precipitates are collected by filt...